From a dataset of the Open Reaction Database (ORD), a public repository of structured organic reaction records. describe an organic reaction: reactants, conditions, products, and yield Starting materials: N(=[N+]=[N-])CC1(CSC1)CN=[N+]=[N-] (3,3-bis(azidomethyl)thietane), C(=O)O (formic acid), ClCCl (dichloromethane), OO (hydrogen peroxide), O (water). Conditions: time 8 hour. Product: N(=[N+]=[N-])CC1(CS(C1)(=O)=O)CN=[N+]=[N-] (3,3-Bis-azidomethyl-thietane 1,1-dioxide). The yield is 96.0%. Reaction SMILES: [N:1]([CH2:4][C:5]1([CH2:9][N:10]=[N+:11]=[N-:12])[CH2:8][S:7][CH2:6]1)=[N+:2]=[N-:3].C(O)=[O:14].ClCCl.OO.[OH2:21]>>[N:10]([CH2:9][C:5]1([CH2:4][N:1]=[N+:2]=[N-:3])[CH2:6][S:7](=[O:14])(=[O:21])[CH2:8]1)=[N+:11]=[N-:12]. Reported procedure: To a solution of 3,3-bis(azidomethyl)thietane (2.5 g, 13.59 mmol) in the mixture of formic acid (5 mL) and dichloromethane (6 mL) was added hydrogen peroxide (9.2 g, 81.54 mmol) slowly at 0° C. After being warmed slowly to room temperature and stirred at room temperature overnight, the mixture was diluted with water (10 mL) and extracted with dichloromethane (15 mL×3). The combined organic layers were dried over sodium sulfate and concentrated in vacuo. The residue was purified by flash column c... Starting materials: FC(C=1C=C(C(=O)N2[C@@H](CN(CC2)CCCOS(=O)(=O)C)CC2=CNC3=CC=CC=C23)C=C(C1)C(F)(F)F)(F)F ((2R)-1-[3,5-bis(trifluoromethyl)benzoyl]-2-(1H-indol-3-ylmethyl)-4-(3-methylsulfonyloxypropyl)piperazine), C1(=CC=CC=C1)C1CCNCC1 (4-phenylpiperidine). The solvent is C(C)#N (acetonitrile). Product: FC(C=1C=C(C(=O)N2[C@@H](CN(CC2)CCCN2CCC(CC2)C2=CC=CC=C2)CC2=CNC3=CC=CC=C23)C=C(C1)C(F)(F)F)(F)F ((2R)-1-[3,5-bis(trifluoromethyl)benzoyl]-2-(1H-indol-3-ylmethyl)-4-[3-(4-phenylpiperidino)propyl]piperazine). Yield: 81.1%. RXN SMILES: [F:1][C:2]([F:40])([F:39])[C:3]1[CH:4]=[C:5]([CH:32]=[C:33]([C:35]([F:38])([F:37])[F:36])[CH:34]=1)[C:6]([N:8]1[CH2:13][CH2:12][N:11]([CH2:14][CH2:15][CH2:16]OS(C)(=O)=O)[CH2:10][C@H:9]1[CH2:22][C:23]1[C:31]2[C:26](=[CH:27][CH:28]=[CH:29][CH:30]=2)[NH:25][CH:24]=1)=[O:7].[C:41]1([CH:47]2[CH2:52][CH2:51][NH:50][CH2:49][CH2:48]2)[CH:46]=[CH:45][CH:44]=[CH:43][CH:42]=1>C(#N)C>[F:1][C:2]([F:40])([F:39])[C:3]1[CH:4]=[C:5]([CH:32]=[C:33]([C:35]([F:37])([F:36])[F:38])[CH:34]=1)[C:6]([N:8]1[CH2:13][CH2:12][N:11]([CH2:14][CH2:15][CH2:16][N:50]2[CH2:51][CH2:52][CH:47]([C:41]3[CH:46]=[CH:45][CH:44]=[CH:43][CH:42]=3)[CH2:48][CH2:49]2)[CH2:10][C@H:9]1[CH2:22][C:23]1[C:31]2[C:26](=[CH:27][CH:28]=[CH:29][CH:30]=2)[NH:25][CH:24]=1)=[O:7]. Procedure details: A mixture of (2R)-1-[3,5-bis(trifluoromethyl)benzoyl]-2-(1H-indol-3-ylmethyl)-4-(3-methylsulfonyloxypropyl)piperazine (100 mg) and 4-phenylpiperidine (60 mg) in acetonitrile (3 ml) was refluxed for 2 hours. The reaction mixture was concentrated under reduced pressure and the resulting residue was purified by column chromatography on silica gel using ethyl acetate-methanol (5:1) as an eluent to give (2R)-1-[3,5-bis(trifluoromethyl)benzoyl]-2-(1H-indol-3-ylmethyl)-4-[3-(4-phenylpiperidino)propyl]p... Starting materials: C(Cl)Cl (CH2Cl2), C[Si](CCOCN(C1=CC(=NC=2N1N=CC2I)CC2CCC(CC2)C(=O)OCC)COCC[Si](C)(C)C)(C)C (ethyl 4-((7-(bis((2-(trimethylsilyl)ethoxy)methyl)amino)-3-iodopyrazolo[1,5-a]pyrimidin-5-yl)methyl)cyclohexanecarboxylate), ClC1=CC=C(C=N1)B1OC(C)(C)C(C)(C)O1 (6-chloropyridine-3-boronic acid pinacol ester), [O-]P(=O)([O-])[O-].[K+].[K+].[K+] (K3PO4). The reagents and catalysts are C1=CC=C(C=C1)P([C-]2C=CC=C2)C3=CC=CC=C3.C1=CC=C(C=C1)P([C-]2C=CC=C2)C3=CC=CC=C3.Cl[Pd]Cl.[Fe+2] (PdCl2(dppf)2). The solvent is O1CCOCC1 (1,4-dioxane), O (H2O). Conditions: temperature 100 celsius, time 8 hour. Yields the product C[Si](CCOCN(C1=CC(=NC=2N1N=CC2C=2C=NC(=CC2)Cl)CC2CCC(CC2)C(=O)OCC)COCC[Si](C)(C)C)(C)C (ethyl 4-((7-(bis((2-(trimethylsilyl)ethoxy)methyl)amino)-3-(6-chloropyridin-3-yl)pyrazolo[1,5-a]pyrimidin-5-yl)methyl)cyclohexanecarboxylate). Reaction SMILES: [CH3:1][Si:2]([CH3:39])([CH3:38])[CH2:3][CH2:4][O:5][CH2:6][N:7]([CH2:30][O:31][CH2:32][CH2:33][Si:34]([CH3:37])([CH3:36])[CH3:35])[C:8]1[N:13]2[N:14]=[CH:15][C:16](I)=[C:12]2[N:11]=[C:10]([CH2:18][CH:19]2[CH2:24][CH2:23][CH:22]([C:25]([O:27][CH2:28][CH3:29])=[O:26])[CH2:21][CH2:20]2)[CH:9]=1.[Cl:40][C:41]1[N:46]=[CH:45][C:44](B2OC(C)(C)C(C)(C)O2)=[CH:43][CH:42]=1.[O-]P([O-])([O-])=O.[K+].[K+].[K+].C(Cl)Cl>C1C=CC(P(C2C=CC=CC=2)[C-]2C=CC=C2)=CC=1.C1C=CC(P(C2C=CC=CC=2)[C-]2C=CC=C2)=CC=1.Cl[Pd]Cl.[Fe+2].O.O1CCOCC1>[CH3:1][Si:2]([CH3:39])([CH3:38])[CH2:3][CH2:4][O:5][CH2:6][N:7]([CH2:30][O:31][CH2:32][CH2:33][Si:34]([CH3:37])([CH3:36])[CH3:35])[C:8]1[N:13]2[N:14]=[CH:15][C:16]([C:44]3[CH:45]=[N:46][C:41]([Cl:40])=[CH:42][CH:43]=3)=[C:12]2[N:11]=[C:10]([CH2:18][CH:19]2[CH2:24][CH2:23][CH:22]([C:25]([O:27][CH2:28][CH3:29])=[O:26])[CH2:21][CH2:20]2)[CH:9]=1 |f:2.3.4.5,7.8.9.10|. Procedure: To a 10-20 mL microwave vessel was charged ethyl 4-((7-(bis((2-(trimethylsilyl)ethoxy)methyl)amino)-3-iodopyrazolo[1,5-a]pyrimidin-5-yl)methyl)cyclohexanecarboxylate (Int-4j, 2.94 g, 4.27 mmol), 6-chloropyridine-3-boronic acid pinacol ester (1.07 g, 4.48 mmol), K3PO4 (2.72 g, 12.81 mmol), and PdCl2(dppf)2.CH2Cl2 (349 mg, 0.43 mmol). To this was added 9:1 1,4-dioxane:H2O. The vial was flushed with argon, sealed, and stirred at 100° C. overnight. After 18 hours, the reaction was cooled to room tem... The reactants are [Pt+2].ClC1(C(CCCC1)(N)Cl)N (dichloro(1,2-diaminocyclohexane) platinum(II)). The reagents and catalysts are P(=O)([O-])([O-])OC[C@@H]1[C@H](C[C@@H](O1)N1C(=O)NC(=O)C(C)=C1)O.[Ag+].[Ag+] (disilver thymidine monophosphate). The solvent is O (water). Run at time 36 hour. Yields the product [Pt+2].N[C@H]1[C@@H](CCCC1)N (trans(-)-1,2-diaminocyclohexane platinum(II)). RXN SMILES: [Pt+2:1].Cl[C:3]1([NH2:11])[CH2:8][CH2:7][CH2:6][CH2:5][C:4]1(Cl)[NH2:9]>P(OC[C@H]1O[C@@H](N2C=C(C)C(=O)NC2=O)C[C@@H]1O)([O-])([O-])=O.[Ag+].[Ag+].O>[Pt+2:1].[NH2:9][C@@H:4]1[CH2:5][CH2:6][CH2:7][CH2:8][C@H:3]1[NH2:11] |f:0.1,2.3.4,6.7|. Reported procedure: A mixture of dichloro(1,2-diaminocyclohexane) platinum(II) (760 mg) and 1.08 g of disilver thymidine monophosphate was suspended in 30 ml. of water. The reaction mixture was stirred in the dark at room temperature for 36 hours and then evaporated to dryness. The title product obtained (698 mg) was a white material that is water-soluble but alcohol-insoluble. When tested in the TLC systems indicated below, the following Rf values were obtained: Reactants: C(C)S (ethanethiol), ClC1=C(C#N)C(=CC(=C1)Cl)C (2,4-dichloro-6-methyl-benzonitrile), P(=O)([O-])([O-])[O-].[K+].[K+].[K+] (tripotassium phosphate), N1[C@H](C(=O)O)CCC1 (L-proline). The reagents and catalysts are [Cu]I (CuI). Solvent: CN(C)C=O (DMF), O (water). Conditions: temperature 80 celsius, time 16 hour. Product: ClC1=CC(=C(C#N)C(=C1)C)SCC (4-chloro-2-ethylsulfanyl-6-methyl-benzonitrile). The yield is 22.8%. As a reaction SMILES: Cl[C:2]1[CH:9]=[C:8]([Cl:10])[CH:7]=[C:6]([CH3:11])[C:3]=1[C:4]#[N:5].P([O-])([O-])([O-])=O.[K+].[K+].[K+].N1CCC[C@H]1C(O)=O.[CH2:28]([SH:30])[CH3:29]>CN(C=O)C.O.[Cu]I>[Cl:10][C:8]1[CH:7]=[C:6]([CH3:11])[C:3]([C:4]#[N:5])=[C:2]([S:30][CH2:28][CH3:29])[CH:9]=1 |f:1.2.3.4|. Procedure details: To a solution of 2,4-dichloro-6-methyl-benzonitrile (5.0 g, 26.9 mmol) in DMF (50 ml) in a sealed tube are added tripotassium phosphate (5.7 g, 26.9 mmol) and L-proline (0.62 g, 5.37 mmol) at RT. The reaction mixture is degassed and flushed with argon for 30 min and then are added CuI (0.51 g, 2.68 mmol) and ethanethiol (6.0 ml, 80.6 mmol) at RT. The reaction mixture is stirred at 80° C. for 16 h. After completion of the reaction (monitored by TLC), the reaction mixture is diluted with water (50...